Dataset: the Open Reaction Database (ORD), a public repository of structured organic reaction records. Task: describe an organic reaction: reactants, conditions, products, and yield Reactants: [H-].[Na+] (NaH), COC([C@H]1NC(CC1)=O)=O ((S)-Pyroglutamic acid methyl ester), [N+](=O)([O-])C1=CC=C(CBr)C=C1 (4-nitrobenzyl bromide). The solvent is C1CCOC1 (THF). Reaction conditions: time 1 hour. Yields the product COC([C@H]1N(C(CC1)=O)CC1=CC=C(C=C1)[N+](=O)[O-])=O ((S)-N-(4-nitrobenzyl)pyroglutamic acid methyl ester). As a reaction SMILES: [CH3:1][O:2][C:3](=[O:10])[C@@H:4]1[CH2:8][CH2:7][C:6](=[O:9])[NH:5]1.[H-].[Na+].[N+:13]([C:16]1[CH:23]=[CH:22][C:19]([CH2:20]Br)=[CH:18][CH:17]=1)([O-:15])=[O:14]>C1COCC1>[CH3:1][O:2][C:3](=[O:10])[C@@H:4]1[CH2:8][CH2:7][C:6](=[O:9])[N:5]1[CH2:20][C:19]1[CH:22]=[CH:23][C:16]([N+:13]([O-:15])=[O:14])=[CH:17][CH:18]=1 |f:1.2|. Procedure details: (S)-Pyroglutamic acid methyl ester (0.200 g, 1.40 mmol) was dissolved in dry THF (5 ml) and NaH (0.061 g, 1.5 mmol) was added. After gas evolution ceased, 4-nitrobenzyl bromide (0.332 g, 1.54 mmol) was added and the mixture stirred for 1 h. The reaction was quenched with saturated NaHCO3 solution (40 mL) and extracted with EtOAc (2×50 ml). The organic layers were washed with water, brine, dried (MgSO4), filtered, and concentrated to give the title compound as a solid. 1H NMR (CDCl3) δ 8.19 (d, 2... The reactants are CC(=CCC/C(=C/C=C/C(=C/C=C/C(=C/C=C/C=C(/C=C/C=C(/C=C/C=C(/CCC=C(C)C)\C)\C)\C)/C)/C)/C)C (lycopene), CC(=CCP1(OCCO1)=O)C=CC=C(CCC=C(C)C)C (2-[3,7,11-trimethyldodeca-2,4,6,10-tetraenyl]-1,3,2-dioxaphospholan-2-one), heterocyclic ring, OH, CC(=CCP(O)(O)=O)C=CC=C(CCC=C(C)C)C (3,7,11-trimethyl-2,4,6,10-dodecatetraenyl-phosphonic acid), ethyl beta-hydroxyethyl diester, O1P(OCC1)=O (1,3,2-dioxaphospholan-2-one). The solvent is P([O-])([O-])=O (phosphonate), P([O-])([O-])=O (phosphonate). Product: CC(=C=CP1(OCCO1)=O)C=CC=C(CCC=C(C)C)C (2-(3,7,11-Trimethyldodeca-1,2,4,6,10-pentaenyl)-1,3,2-dioxaphospholan-2-one). RXN SMILES: [CH3:1][C:2]([CH:11]=[CH:12][CH:13]=[C:14]([CH3:21])[CH2:15][CH2:16][CH:17]=[C:18]([CH3:20])[CH3:19])=[CH:3][CH2:4][P:5]1(=[O:10])[O:9][CH2:8][CH2:7][O:6]1.CC(C=CC=C(C)CCC=C(C)C)=CCP(=O)(O)O.CC(C)=CCC/C(/C)=C/C=C/C(/C)=C/C=C/C(/C)=C/C=C/C=C(\C)/C=C/C=C(\C)/C=C/C=C(\C)/CCC=C(C)C.O1CCOP1=O>P(=O)([O-])[O-]>[CH3:1][C:2]([CH:11]=[CH:12][CH:13]=[C:14]([CH3:21])[CH2:15][CH2:16][CH:17]=[C:18]([CH3:20])[CH3:19])=[C:3]=[CH:4][P:5]1(=[O:10])[O:9][CH2:8][CH2:7][O:6]1. Reported procedure: The reaction was conducted in the manner described in the procedure of Example V using the following reagents: 196 mg (0.636 mmole) of the above-named allenic phosphonate (produced in accordance with Example VI), 4.0 mL of absolute ethyl alcohol, and 47 mg (1.24 mmoles) of sodium borohydride. Isolation of the product as described in the procedure of Example V afforded 207 mg of a phosphonate that was shown by IR and proton NMR analysis (300 MHz) to have a structure different from the anticipated... The reactants are COC(=O)CSc1nccnc1-c1ccc(C#N)c2ccccc12, CO, [Na+], [OH-]. Product: N#Cc1ccc(-c2nccnc2SCC(=O)O)c2ccccc12. RXN SMILES: [C:1](#[N:2])[c:3]1[cH:4][cH:5][c:6](-[c:13]2[c:14]([S:19][CH2:20][C:21](=[O:22])[O:23][CH3:24])[n:15][cH:16][cH:17][n:18]2)[c:7]2[cH:8][cH:9][cH:10][cH:11][c:12]12.[CH3:27][OH:28].[Na+:26].[OH-:25]>>[C:1](#[N:2])[c:3]1[cH:4][cH:5][c:6](-[c:13]2[c:14]([S:19][CH2:20][C:21](=[O:22])[OH:23])[n:15][cH:16][cH:17][n:18]2)[c:7]2[cH:8][cH:9][cH:10][cH:11][c:12]12. Reactants: O=C1CC2CCC1N(C(=O)OCc1ccccc1)C2, Cc1cncc(I)n1. Yields the product Cc1cncc(C2CC3CCC2N(C(=O)OCc2ccccc2)C3)n1. RXN SMILES: [CH2:1]([c:2]1[cH:3][cH:4][cH:5][cH:6][cH:7]1)[O:8][C:9](=[O:10])[N:11]1[CH:12]2[C:13](=[O:19])[CH2:14][CH:15]([CH2:16]1)[CH2:17][CH2:18]2.[I:20][c:21]1[n:22][c:23]([CH3:27])[cH:24][n:25][cH:26]1>>[CH2:1]([c:2]1[cH:3][cH:4][cH:5][cH:6][cH:7]1)[O:8][C:9](=[O:10])[N:11]1[CH:12]2[CH:13]([c:21]3[n:22][c:23]([CH3:27])[cH:24][n:25][cH:26]3)[CH2:14][CH:15]([CH2:16]1)[CH2:17][CH2:18]2. The reactants are BrC(C(=O)OCC)(C(=O)OCC)Br (diethyl dibromomalonate), C([C@H](O)[C@@H](O)C(=O)OC(C1=CC=CC=C1)C1=CC=CC=C1)(=O)OC(C)(C)C (tert-butyl diphenylmethyl L-tartarate), [H-].[Na+] (sodium hydride), [Cl-].[Na+] (sodium chloride). The solvent is C(OC)COC (dimethoxyethane), O (water), C(OC)COC (dimethoxyethane). Conditions: temperature 80 celsius, time 45 minute. Product: O1C(O[C@H]([C@@H]1C(=O)OC(C1=CC=CC=C1)C1=CC=CC=C1)C(=O)OC(C)(C)C)(C(=O)OCC)C(=O)OCC (4-tert-butyl 2,2-diethyl 5-diphenylmethyl (4R,5R)-1,3-dioxolane-2,2,4,5-tetracarboxylate). Isolated yield 44.0%. RXN SMILES: [C:1]([O:23][C:24]([CH3:27])([CH3:26])[CH3:25])(=[O:22])[C@@H:2]([C@H:4]([C:6]([O:8][CH:9]([C:16]1[CH:21]=[CH:20][CH:19]=[CH:18][CH:17]=1)[C:10]1[CH:15]=[CH:14][CH:13]=[CH:12][CH:11]=1)=[O:7])[OH:5])[OH:3].[H-].[Na+].Br[C:31](Br)([C:37]([O:39][CH2:40][CH3:41])=[O:38])[C:32]([O:34][CH2:35][CH3:36])=[O:33].[Cl-].[Na+]>C(COC)OC.O>[O:5]1[C@@H:4]([C:6]([O:8][CH:9]([C:10]2[CH:15]=[CH:14][CH:13]=[CH:12][CH:11]=2)[C:16]2[CH:17]=[CH:18][CH:19]=[CH:20][CH:21]=2)=[O:7])[C@H:2]([C:1]([O:23][C:24]([CH3:27])([CH3:26])[CH3:25])=[O:22])[O:3][C:31]1([C:32]([O:34][CH2:35][CH3:36])=[O:33])[C:37]([O:39][CH2:40][CH3:41])=[O:38] |f:1.2,4.5|. Procedure: 3.92 g of tert-butyl diphenylmethyl L-tartarate was dissolved in 10 ml of dimethoxyethane, and 844 mg of 60% sodium hydride was added at 0° C. , followed by stirring at the same temperature for 45 minutes. Then, a solution of 3.37 g of diethyl dibromomalonate in 5 ml of dimethoxyethane, was added, followed by stirring under heating at 80° C. for 12 hours. The reaction solution was cooled to room temperature and then poured into water. The aqueous layer was saturated with sodium chloride and extr... RXN SMILES: [Br:29][c:30]1[c:31]([B:36]([OH:37])[OH:38])[cH:32][cH:33][cH:34][cH:35]1.[C:1]([CH3:2])([CH3:3])([CH3:4])[Si:5]([O:6][CH:7]([CH2:8][CH2:9][CH2:10][C:11](=[O:12])[O:13][CH3:14])[CH:15]([CH:16]=[CH:17][I:18])[O:19][Si:20]([CH3:21])([CH3:22])[C:23]([CH3:24])([CH3:25])[CH3:26])([CH3:27])[CH3:28].[C:39](=[O:40])([O-:41])[O-:42].[K+:43].[K+:44].[O:122]1[CH2:123][CH2:124][O:125][CH2:126][CH2:127]1.[cH:45]1[cH:46][cH:47][c:48]([P:49]([Pd:50]([P:51]([c:52]2[cH:53][cH:54][cH:55][cH:56][cH:57]2)([c:58]2[cH:59][cH:60][cH:61][cH:62][cH:63]2)[c:64]2[cH:65][cH:66][cH:67][cH:68][cH:69]2)([P:70]([c:71]2[cH:72][cH:73][cH:74][cH:75][cH:76]2)([c:77]2[cH:78][cH:79][cH:80][cH:81][cH:82]2)[c:83]2[cH:84][cH:85][cH:86][cH:87][cH:88]2)[P:89]([c:90]2[cH:91][cH:92][cH:93][cH:94][cH:95]2)([c:96]2[cH:97][cH:98][cH:99][cH:100][cH:101]2)[c:102]2[cH:103][cH:104][cH:105][cH:106][cH:107]2)([c:108]2[cH:109][cH:110][cH:111][cH:112][cH:113]2)[c:114]2[cH:115][cH:116][cH:117][cH:118][cH:119]2)[cH:120][cH:121]1>>[C:1]([CH3:2])([CH3:3])([CH3:4])[Si:5]([O:6][CH:7]([CH2:8][CH2:9][CH2:10][C:11](=[O:12])[O:13][CH3:14])[CH:15]([CH:16]=[CH:17][c:31]1[c:30]([Br:29])[cH:35][cH:34][cH:33][cH:32]1)[O:19][Si:20]([CH3:21])([CH3:22])[C:23]([CH3:24])([CH3:25])[CH3:26])([CH3:27])[CH3:28]. Reactants: OB(O)c1ccccc1Br, COC(=O)CCCC(O[Si](C)(C)C(C)(C)C)C(C=CI)O[Si](C)(C)C(C)(C)C, O=C([O-])[O-], [K+], [K+], C1COCCO1, c1ccc(P(c2ccccc2)(c2ccccc2)[Pd](P(c2ccccc2)(c2ccccc2)c2ccccc2)(P(c2ccccc2)(c2ccccc2)c2ccccc2)P(c2ccccc2)(c2ccccc2)c2ccccc2)cc1. Yields the product COC(=O)CCCC(O[Si](C)(C)C(C)(C)C)C(C=Cc1ccccc1Br)O[Si](C)(C)C(C)(C)C. Reactants: C(C)(=O)O (acetic acid), [OH-].[Na+] (NaOH), N[C@@H]1[C@@H](N(CCC1)C(=O)OC(C)(C)C)C1=CC=CC=C1 ((2S, 3S)-3-Amino-1-tert-butoxycarbonyl-2-phenylpiperidine), FC(C)(F)C=1C=CC(=C(C=O)C1)OC(F)(F)F (5-(1,1-Difluoroethyl)-2-(trifluoromethoxy)benzaldehyde), C(C)(=O)O[BH-](OC(C)=O)OC(C)=O.[Na+] (sodium triacetoxyborohydride). Solvent: C(Cl)Cl (CH2Cl2). Reaction conditions: time 66 hour. The product is C(C)(C)(C)OC(=O)N1[C@H]([C@H](CCC1)NCC1=C(C=CC(=C1)C(C)(F)F)OC(F)(F)F)C1=CC=CC=C1 ((2S, 3S)-1-tert-Butoxycarbonyl-3-(5-( 1,1-difluoroethyl)-2-(trifluoromethoxy)benzyl)amino-2-phenylpiperidine). The yield is 156.8%. Reaction SMILES: [NH2:1][C@H:2]1[CH2:7][CH2:6][CH2:5][N:4]([C:8]([O:10][C:11]([CH3:14])([CH3:13])[CH3:12])=[O:9])[C@H:3]1[C:15]1[CH:20]=[CH:19][CH:18]=[CH:17][CH:16]=1.[F:21][C:22]([C:25]1[CH:26]=[CH:27][C:28]([O:33][C:34]([F:37])([F:36])[F:35])=[C:29]([CH:32]=1)[CH:30]=O)([F:24])[CH3:23].C(O[BH-](OC(=O)C)OC(=O)C)(=O)C.[Na+].C(O)(=O)C.[OH-].[Na+]>C(Cl)Cl>[C:11]([O:10][C:8]([N:4]1[CH2:5][CH2:6][CH2:7][C@H:2]([NH:1][CH2:30][C:29]2[CH:32]=[C:25]([C:22]([F:24])([F:21])[CH3:23])[CH:26]=[CH:27][C:28]=2[O:33][C:34]([F:35])([F:37])[F:36])[C@@H:3]1[C:15]1[CH:16]=[CH:17][CH:18]=[CH:19][CH:20]=1)=[O:9])([CH3:14])([CH3:13])[CH3:12] |f:2.3,5.6|. Reported procedure: To a stirred solution of Compound 12 (500 mg, 1.81 mmol) and Compound 25 (552 mg, 2.17 mmol) in dry CH2Cl2 (10 ml) was added sodium triacetoxyborohydride (1.15 g, 5.43 mmol) portionwise at room temperature. Then to this was added acetic acid (109 mg, 1.81 mmol) at same temperature. The reaction mixture was stirred at room temperature for 66 h. The reaction mixture was basified to pH10-11 with 10% NaOH aq. with ice-cooling. The organic layer was separated and the aqueous layer was extracted with ... RXN SMILES: [C:1]([C:5]1[CH:9]=[C:8]([NH:10][C:11]2[C:12]([C:17]([OH:19])=[O:18])=[N:13][CH:14]=[CH:15][CH:16]=2)[N:7]([C:20]2[C:25]([CH3:26])=[CH:24][CH:23]=[CH:22][C:21]=2[CH3:27])[N:6]=1)([CH3:4])([CH3:3])[CH3:2].C(O)(=O)C.[Cl:32]CCl.ClN1C(=O)CCC1=O.[OH-].[K+]>O>[C:1]([C:5]1[C:9]([Cl:32])=[C:8]([NH:10][C:11]2[C:12]([C:17]([OH:19])=[O:18])=[N:13][CH:14]=[CH:15][CH:16]=2)[N:7]([C:20]2[C:25]([CH3:26])=[CH:24][CH:23]=[CH:22][C:21]=2[CH3:27])[N:6]=1)([CH3:4])([CH3:3])[CH3:2] |f:1.2,4.5|. Starting materials: C(C)(C)(C)C1=NN(C(=C1)NC=1C(=NC=CC1)C(=O)O)C1=C(C=CC=C1C)C (3-{[3-tert-butyl-1-(2,6-dimethylphenyl)-1H-pyrazol-5-yl]amino}pyridine-2-carboxylic acid), C(C)(=O)O.ClCCl (acetic acid dichloromethane), ClN1C(CCC1=O)=O (N-chlorosuccinimide), [OH-].[K+] (KOH). Yields the product C(C)(C)(C)C1=NN(C(=C1Cl)NC=1C(=NC=CC1)C(=O)O)C1=C(C=CC=C1C)C (3-{[3-tert-butyl-4-chloro-1-(2,6-dimethylphenyl)-1H-pyrazol-5-yl]amino}pyridine-2-carboxylic acid). Procedure: To a solution of 3-{[3-tert-butyl-1-(2,6-dimethylphenyl)-1H-pyrazol-5-yl]amino}pyridine-2-carboxylic acid (Example 10, 50 mg, 0.14 mmol) in an acetic acid/dichloromethane mixture (1 mL of each) was added N-chlorosuccinimide (18 mg, 0.14 mmol). The solution was stirred at rt for 12 h, and then water (10 mL) was added. The reaction mixture was basified to pH 9 using KOH (1.0 M ice cold solution). The water layer was extracted with dichloromethane (50 mL), and the organic phase was subsequently was... Reaction conditions: time 12 hour. Solvent: O (water). Yield: 76.0%.